From a dataset of the Open Reaction Database (ORD), a public repository of structured organic reaction records. describe an organic reaction: reactants, conditions, products, and yield Reactants: C(C)(C)(C)OC(=O)N[C@H]1C[C@@H]([C@H](C1)C1=CC=CC=C1)CN1CCC(CC1)N(CC=C)C(=O)OCC1=CC=C(C=C1)[N+](=O)[O-] (1-(R)-((t-butoxycarbonyl)amino)-3-(S)-((4-(N-(4-nitrobenzyloxycarbonyl)-N-(allyl)amino)piperidin-1-yl)methyl)-4-(S)-phenylcyclopentane), C1(CCCCC1)C(=O)Cl (cyclohexanoyl chloride). Yields the product C1(CCCCC1)C(=O)N[C@H]1C[C@@H]([C@H](C1)C1=CC=CC=C1)CN1CCC(CC1)N(CC=C)C(=O)OCC1=CC=C(C=C1)[N+](=O)[O-] (1-(R)-((Cyclohexylcarbonyl)amino)-3-(S)-((4-(N-(4-nitrobenzyloxycarbonyl)-N-(allyl)amino)piperidin-1-yl)methyl)-4-(S)-phenylcyclopentane). Reaction SMILES: C(OC([NH:8][C@@H:9]1[CH2:13][C@H:12]([C:14]2[CH:19]=[CH:18][CH:17]=[CH:16][CH:15]=2)[C@@H:11]([CH2:20][N:21]2[CH2:26][CH2:25][CH:24]([N:27]([C:31]([O:33][CH2:34][C:35]3[CH:40]=[CH:39][C:38]([N+:41]([O-:43])=[O:42])=[CH:37][CH:36]=3)=[O:32])[CH2:28][CH:29]=[CH2:30])[CH2:23][CH2:22]2)[CH2:10]1)=O)(C)(C)C.[CH:44]1([C:50](Cl)=[O:51])[CH2:49][CH2:48][CH2:47][CH2:46][CH2:45]1>>[CH:44]1([C:50]([NH:8][C@@H:9]2[CH2:13][C@H:12]([C:14]3[CH:19]=[CH:18][CH:17]=[CH:16][CH:15]=3)[C@@H:11]([CH2:20][N:21]3[CH2:22][CH2:23][CH:24]([N:27]([C:31]([O:33][CH2:34][C:35]4[CH:40]=[CH:39][C:38]([N+:41]([O-:43])=[O:42])=[CH:37][CH:36]=4)=[O:32])[CH2:28][CH:29]=[CH2:30])[CH2:25][CH2:26]3)[CH2:10]2)=[O:51])[CH2:49][CH2:48][CH2:47][CH2:46][CH2:45]1. Procedure: Using essentially the same procedure as in Example 16, Step A and B but substituting 1-(R)-((t-butoxycarbonyl)amino)-3-(S)-((4-(N-(4-nitrobenzyloxycarbonyl)-N-(allyl)amino)piperidin-1-yl)methyl)-4-(S)-phenylcyclopentane from Example 34 in Step A and cyclohexanoyl chloride in Step B, the title compound was prepared. The reactants are CCCCCCc1ccc(-c2ncc(C#N)c(O)n2)cc1, CCOC=C(C#N)C(=O)OCC, CCCCCCc1ccc(C(=N)N)cc1, CCO, Cl, [Na+], [OH-], O=P(Cl)(Cl)Cl. Product: CCCCCCc1ccc(-c2ncc(C#N)c(Cl)n2)cc1. Reaction SMILES: [C:31](#[N:32])[c:33]1[c:34]([OH:51])[n:35][c:36](-[c:39]2[cH:40][cH:41][c:42]([CH2:45][CH2:46][CH2:47][CH2:48][CH2:49][CH3:50])[cH:43][cH:44]2)[n:37][cH:38]1.[CH2:17]([O:18][C:19](=[O:20])[C:21](=[CH:22][O:23][CH2:24][CH3:25])[C:26]#[N:27])[CH3:28].[CH2:2]([c:3]1[cH:4][cH:5][c:6]([C:7]([NH2:8])=[NH:9])[cH:10][cH:11]1)[CH2:12][CH2:13][CH2:14][CH2:15][CH3:16].[CH3:57][CH2:58][OH:59].[ClH:1].[Na+:30].[OH-:29].[P:52]([Cl:53])([Cl:54])([Cl:55])=[O:56]>>[C:31](#[N:32])[c:33]1[c:34]([Cl:54])[n:35][c:36](-[c:39]2[cH:40][cH:41][c:42]([CH2:45][CH2:46][CH2:47][CH2:48][CH2:49][CH3:50])[cH:43][cH:44]2)[n:37][cH:38]1. The reactants are CCCCCCN1C(=O)CC(C)(C)c2cc(C(C)=O)ccc21, CCCCCCCI. The product is CCCCCCCN1C(=O)CC(C)(C)c2cc(C(C)=O)ccc21. RXN SMILES: [CH2:1]([CH2:2][CH2:3][CH2:4][CH2:5][CH3:6])[N:7]1[C:8](=[O:22])[CH2:9][C:10]([CH3:20])([CH3:21])[c:11]2[cH:12][c:13]([C:17]([CH3:18])=[O:19])[cH:14][cH:15][c:16]21.[I:23][CH2:24][CH2:25][CH2:26][CH2:27][CH2:28][CH2:29][CH3:30]>>[CH2:1]([CH2:2][CH2:3][CH2:4][CH2:5][CH2:6][CH3:24])[N:7]1[C:8](=[O:22])[CH2:9][C:10]([CH3:20])([CH3:21])[c:11]2[cH:12][c:13]([C:17]([CH3:18])=[O:19])[cH:14][cH:15][c:16]21.